describe an organic reaction: reactants, conditions, products, and yield From a dataset of the Open Reaction Database (ORD), a public repository of structured organic reaction records. Reactants: ClC1=NC2=CC=C(C=C2C=C1)O (2-chloroquinolin-6-ol), CC=1C=C(C(=O)OC)C=CC1B1OC(C(O1)(C)C)(C)C (methyl 3-methyl-4-(4,4,5,5-tetramethyl-1,3,2-dioxaborolan-2-yl)benzoate). RXN SMILES: Cl[C:2]1[CH:11]=[CH:10][C:9]2[C:4](=[CH:5][CH:6]=[C:7]([OH:12])[CH:8]=2)[N:3]=1.[CH3:13][C:14]1[CH:15]=[C:16]([CH:21]=[CH:22][C:23]=1B1OC(C)(C)C(C)(C)O1)[C:17]([O:19]C)=[O:18]>>[OH:12][C:7]1[CH:8]=[C:9]2[C:4](=[CH:5][CH:6]=1)[N:3]=[C:2]([C:23]1[CH:22]=[CH:21][C:16]([C:17]([OH:19])=[O:18])=[CH:15][C:14]=1[CH3:13])[CH:11]=[CH:10]2. Procedure details: Followed Scheme 3: Starting Materials: 2-chloroquinolin-6-ol and methyl 3-methyl-4-(4,4,5,5-tetramethyl-1,3,2-dioxaborolan-2-yl)benzoate. 1H NMR (DMSO-d6, 400 MHz): δ 10.45 (brs, 1H), 8.61-8.46 (m, 1H), 8.03 (d, J=8.8 Hz, 1H), 7.96 (s, 1H), 7.92 (d, J=8.0 Hz, 1H), 7.78 (d, J=8.8 Hz, 1H), 7.66 (d, J=8.0 Hz, 1H), 7.50 (d, J=8.0 Hz, 1H), 7.35 (s, 1H), 2.42 (s, 3H). MS (ESI): m/z 279.9 [M+H]+. The product is OC=1C=C2C=CC(=NC2=CC1)C1=C(C=C(C(=O)O)C=C1)C (4-(6-hydroxyquinolin-2-yl)-3-methylbenzoic acid). Reactants: C(CC(O)(C(=O)O)CC(=O)O)(=O)O (citric acid), ClC=1C=CC(=C(C1)S(=O)(=O)OC=1C=C(OCCCO)C=C(C1)C)OC (3-[3-(5-chloro-2-methoxyphenylsulfonyloxy)-5-methylphenoxy]propanol), C(C)(C)N(C(C)C)CC (N,N-diisopropylethylamine), CS(=O)C (dimethyl sulfoxide). Run in ClCCl (dichloromethane). Conditions: temperature 0 celsius, time 1 hour. Yields the product ClC=1C=CC(=C(C1)S(=O)(=O)OC=1C=C(OCCC=O)C=C(C1)C)OC (3-[3-(5-Chloro-2-methoxyphenylsulfonyloxy)-5-methylphenoxy]propionaldehyde). Yield: 70.9%. Reaction SMILES: [Cl:1][C:2]1[CH:3]=[CH:4][C:5]([O:24][CH3:25])=[C:6]([S:8]([O:11][C:12]2[CH:13]=[C:14]([CH:20]=[C:21]([CH3:23])[CH:22]=2)[O:15][CH2:16][CH2:17][CH2:18][OH:19])(=[O:10])=[O:9])[CH:7]=1.C(N(CC)C(C)C)(C)C.CS(C)=O.C(O)(=O)CC(CC(O)=O)(C(O)=O)O>ClCCl>[Cl:1][C:2]1[CH:3]=[CH:4][C:5]([O:24][CH3:25])=[C:6]([S:8]([O:11][C:12]2[CH:13]=[C:14]([CH:20]=[C:21]([CH3:23])[CH:22]=2)[O:15][CH2:16][CH2:17][CH:18]=[O:19])(=[O:9])=[O:10])[CH:7]=1. Reported procedure: To a cooled (0° C.) solution of 3-[3-(5-chloro-2-methoxyphenylsulfonyloxy)-5-methylphenoxy]propanol (3.32 g, 8.58 mmol), N,N-diisopropylethylamine (3.14 mL, 18.0 mmol), and anhydrous dimethyl sulfoxide (1.83 mL, 25.7 mmol) in anhydrous dichloromethane (20 mL) under nitrogen was added sulfur trioxide pyridine complex (2.73 g, 17.1 mmol) portionwise over 23 minutes. The solution was stirred at 0° C. for 1 hour then quenched with 5% w/v aqueous citric acid (200 mL, 48 mmol). The mixture was extract... Reported procedure: 4.3 g of methyl 3-[7-(3-chloro-4-methoxybenzylamino)-1-methyl-3-propyl-1H-pyrazolo[4,3-d]pyrimidin-5-yl]-propionate are dissolved in 30 ml of tetrahydrofuran (THF) and, after addition of 10 ml of 10% NaOH, stirred at 60° for 8 hours. After addition of 10% HCl, the deposited crystals are separated off and recrystallized from methanol. 3.7 g of 3-[7-(3-chloro-4-methoxybenzylamino)-1-methyl-3-propyl-1H-pyrazolo[4,3-d]pyrimidin-5-yl]propionic acid, m.p. 178°, are obtained. The product is ClC=1C=C(CNC=2C3=C(N=C(N2)CCC(=O)O)C(=NN3C)CCC)C=CC1OC (3-[7-(3-chloro-4-methoxybenzylamino)-1-methyl-3-propyl-1H-pyrazolo[4,3-d]pyrimidin-5-yl]propionic acid). Conditions: time 8 hour. Isolated yield 88.9%. The solvent is O1CCCC1 (tetrahydrofuran). As a reaction SMILES: [Cl:1][C:2]1[CH:3]=[C:4]([CH:26]=[CH:27][C:28]=1[O:29][CH3:30])[CH2:5][NH:6][C:7]1[C:8]2[N:21]([CH3:22])[N:20]=[C:19]([CH2:23][CH2:24][CH3:25])[C:9]=2[N:10]=[C:11]([CH2:13][CH2:14][C:15]([O:17]C)=[O:16])[N:12]=1.[OH-].[Na+].Cl>O1CCCC1>[Cl:1][C:2]1[CH:3]=[C:4]([CH:26]=[CH:27][C:28]=1[O:29][CH3:30])[CH2:5][NH:6][C:7]1[C:8]2[N:21]([CH3:22])[N:20]=[C:19]([CH2:23][CH2:24][CH3:25])[C:9]=2[N:10]=[C:11]([CH2:13][CH2:14][C:15]([OH:17])=[O:16])[N:12]=1 |f:1.2|. The reactants are [OH-].[Na+] (NaOH), ClC=1C=C(CNC=2C3=C(N=C(N2)CCC(=O)OC)C(=NN3C)CCC)C=CC1OC (methyl 3-[7-(3-chloro-4-methoxybenzylamino)-1-methyl-3-propyl-1H-pyrazolo[4,3-d]pyrimidin-5-yl]-propionate), Cl (HCl). The reactants are C(=O)(C(F)(F)F)O (TFA), COC1=CC=C(COC2=CC=C(C=C2)C(CC(=O)OCC2=CC=C(C=C2)OC)C2=NOC=C2)C=C1 (4-Methoxybenzyl 3-(4-(4-methoxybenzyloxy)phenyl)-3-(isoxazol-3-yl)propanoate). Run in C(Cl)Cl (DCM). Run at time 1.5 hour. The product is OC1=CC=C(C=C1)C(CC(=O)OCC)C1=NOC=C1 (Ethyl 3-(4-hydroxyphenyl)-3-(isoxazol-3-yl)propanoate). Yield: 79.0%. Reaction SMILES: C(O)(C(F)(F)F)=O.COC1C=CC(C[O:15][C:16]2[CH:21]=[CH:20][C:19]([CH:22]([C:36]3[CH:40]=[CH:39][O:38][N:37]=3)[CH2:23][C:24]([O:26][CH2:27][C:28]3C=CC(OC)=CC=3)=[O:25])=[CH:18][CH:17]=2)=CC=1>C(Cl)Cl>[OH:15][C:16]1[CH:21]=[CH:20][C:19]([CH:22]([C:36]2[CH:40]=[CH:39][O:38][N:37]=2)[CH2:23][C:24]([O:26][CH2:27][CH3:28])=[O:25])=[CH:18][CH:17]=1. Procedure: TFA (10 mL) was added to 76.4 (940 mg) in DCM (10 mL). The mixture was stirred at room temperature for 1.5 hours. TFA and DCM were removed under vacuum, and the residue was treated with EtOH (50 mL). The insoluble solid was removed by filtration. To the filtrate was added concentrated sulfuric acid (2 drops). The mixture was stirred at 80° C. overnight. After concentration, the crude product was purified by flash chromatography to give 76.5 (410 mg). MS ESI (pos.) m/e: 262 (M+H). 1HNMR (CDCl3) δ... Reactants: ClC=1C=C(OC2CN(CC2)C(=O)N)C=CC1Cl (3-(3,4-dichlorophenoxy)-1-pyrrolidinecarboxamide), CN(CCN)C (N,N-dimethylethylenediamine), Cl (hydrogen chloride). The solvent is O1CCCC1 (tetrahydrofuran). Yields the product Cl.ClC=1C=C(OC2CN(CC2)C(=O)NCCN(C)C)C=CC1Cl (3-(3,4-Dichlorophenoxy)-N-[2-(dimethylamino)ethyl]-1-pyrrolidine Carboxamide Hydrochloride). Yield: 40.1%. Reaction SMILES: [Cl:1][C:2]1[CH:3]=[C:4]([CH:14]=[CH:15][C:16]=1[Cl:17])[O:5][CH:6]1[CH2:10][CH2:9][N:8]([C:11]([NH2:13])=[O:12])[CH2:7]1.[CH3:18][N:19]([CH3:23])[CH2:20][CH2:21]N.Cl>O1CCCC1>[ClH:1].[Cl:1][C:2]1[CH:3]=[C:4]([CH:14]=[CH:15][C:16]=1[Cl:17])[O:5][CH:6]1[CH2:10][CH2:9][N:8]([C:11]([NH:13][CH2:21][CH2:20][N:19]([CH3:23])[CH3:18])=[O:12])[CH2:7]1 |f:4.5|. Procedure: A stirred solution of 17.7 g (0.06 mole) of 3-(3,4-dichlorophenoxy)-1-pyrrolidinecarboxamide in 170 ml of tetrahydrofuran was treated by the rapid addition of 10.6 g (0.12 mole) of N,N-dimethylethylenediamine. The reaction was slightly exothermic and the mixture was stirred at ambient temperature over the weekend. Filtration removed some precipitated diamine hydrochloride, and the filtrate was concentrated in vacuo to give an oil, 23 g. The oil was treated with ethereal hydrogen chloride to give... The solvent is C1CCOC1 (THF), C1CCOC1 (THF), C1(=CC=CC=C1)C (toluene), C1CCOC1 (THF), C1(=CC=CC=C1)C (toluene), C1CCOC1 (THF). Run at temperature 20 celsius, time 3 hour. Yield: 83.8%. The reactants are CCCCCCC (heptane), LiOH monohydrate, CNCC=1N=C(SC1)C(C)C (N-methyl-N-((2-isopropyl-4-thiazolyl)methyl)amine), O(C1=CC=CC=C1)C(=O)N[C@@H](C(C)C)C(=O)O (N-phenoxycarbonyl-L-Valine). Reaction SMILES: [CH3:1][NH:2][CH2:3][C:4]1[N:5]=[C:6]([CH:9]([CH3:11])[CH3:10])[S:7][CH:8]=1.[O:12]([C:19]([NH:21][C@H:22]([C:26]([OH:28])=[O:27])[CH:23]([CH3:25])[CH3:24])=O)C1C=CC=CC=1.CCCCCCC>C1COCC1.C1(C)C=CC=CC=1>[CH3:1][N:2]([C:19]([NH:21][C@H:22]([C:26]([OH:28])=[O:27])[CH:23]([CH3:25])[CH3:24])=[O:12])[CH2:3][C:4]1[N:5]=[C:6]([CH:9]([CH3:11])[CH3:10])[S:7][CH:8]=1. The product is CN(CC=1N=C(SC1)C(C)C)C(=O)N[C@@H](C(C)C)C(=O)O (N-((N-Methyl-N-((2-isopropyl-4-thiazolyl)methyl)amino)carbonyl)-L-Valine). Reported procedure: To a suspension of LiOH monohydrate (3.2 kg, 76.54 mol) in THF (66 kg) at 0° C. to 6° C. was added 11.3 kg (66.4 mol) of N-methyl-N-((2-isopropyl-4-thiazolyl)methyl)amine, followed by a 15 kg THF rinse. To this solution was added a cooled (0° C. to 6° C.) solution of N-phenoxycarbonyl-L-Valine (15 kg, 63.22 mol) dissolved in 41 kg of THF. Following a 25 kg THF rinse, 3.5 kg of water was added, and the reaction mixture was allowed to warm to 20° C. After 3 hours, the reaction was cooled to 10° C.... Reactants: CCCCCCCCCCCCOC(=O)c1ccc2c(c1)C(=O)OC2=O, Cl, NO, O, c1ccncc1. Product: CCCCCCCCCCCCOC(=O)c1ccc2c(c1)C(=O)N(O)C2=O. RXN SMILES: [CH2:1]([CH2:2][CH2:3][CH2:4][CH2:5][CH2:6][CH2:7][CH2:8][CH2:9][CH2:10][CH2:11][CH3:12])[O:13][C:14](=[O:15])[c:16]1[cH:17][c:18]2[c:19]([cH:25][cH:26]1)[C:20](=[O:21])[O:22][C:23]2=[O:24].[ClH:27].[NH2:28][OH:29].[OH2:36].[cH:30]1[cH:31][cH:32][n:33][cH:34][cH:35]1>>[CH2:1]([CH2:2][CH2:3][CH2:4][CH2:5][CH2:6][CH2:7][CH2:8][CH2:9][CH2:10][CH2:11][CH3:12])[O:13][C:14](=[O:15])[c:16]1[cH:17][c:18]2[c:19]([cH:25][cH:26]1)[C:20](=[O:21])[N:28]([OH:29])[C:23]2=[O:22]. The reactants are BrCc1cccc2ccccc12, CCCCCC, CCOC(C)=O, CN(C)C=O, [H-], [Na+], O=[N+]([O-])c1cccc(O)c1. The product is O=[N+]([O-])c1cccc(OCc2cccc3ccccc23)c1. RXN SMILES: [Br:13][CH2:14][c:15]1[cH:16][cH:17][cH:18][c:19]2[cH:20][cH:21][cH:22][cH:23][c:24]12.[CH3:25][CH2:26][CH2:27][CH2:28][CH2:29][CH3:30].[CH3:31][CH2:32][O:33][C:34]([CH3:35])=[O:36].[CH3:37][N:38]([CH3:39])[CH:40]=[O:41].[H-:12].[Na+:11].[OH:1][c:2]1[cH:3][cH:4][cH:5][c:6]([N+:8]([O-:9])=[O:10])[cH:7]1>>[O:1]([c:2]1[cH:3][cH:4][cH:5][c:6]([N+:8]([O-:9])=[O:10])[cH:7]1)[CH2:14][c:15]1[cH:16][cH:17][cH:18][c:19]2[cH:20][cH:21][cH:22][cH:23][c:24]12. Starting materials: CCO, Cl, Cl, Cl, COc1ccc(F)cc1C1CC(=O)c2c(C)ccnc2C1, N=C(N)NN. Yields the product Cl, COc1ccc(F)cc1C1CC(=NNC(=N)N)c2c(C)ccnc2C1. RXN SMILES: [CH3:30][CH2:31][OH:32].[ClH:1].[ClH:23].[ClH:29].[F:2][c:3]1[cH:4][cH:5][c:6]([O:21][CH3:22])[c:7]([CH:9]2[CH2:10][C:11](=[O:20])[c:12]3[c:13]([CH3:19])[cH:14][cH:15][n:16][c:17]3[CH2:18]2)[cH:8]1.[NH2:24][NH:25][C:26](=[NH:27])[NH2:28]>>[ClH:1].[F:2][c:3]1[cH:4][cH:5][c:6]([O:21][CH3:22])[c:7]([CH:9]2[CH2:10][C:11](=[N:24][NH:25][C:26](=[NH:27])[NH2:28])[c:12]3[c:13]([CH3:19])[cH:14][cH:15][n:16][c:17]3[CH2:18]2)[cH:8]1.